Task: describe an organic reaction: reactants, conditions, products, and yield. Dataset: the Open Reaction Database (ORD), a public repository of structured organic reaction records Procedure details: A mixture of 5-methoxy-6-trifluoromethylindoline (D9, 7.5 g, 34.3 mmol) and iodotrimethylsilane (12.5 ml, 89.3 mmol) in dry chloroform (70 ml) was heated under reflux for 65 h. Methanol was then added cautiously with stirring to the cooled mixture, and solvent was then removed in vacuo. The residue was treated with saturated sodium bicarbonate solution and water until basic, and then extracted with dichloromethane/methanol. The organic extract was washed with brine, dried and evaporated. The res... Reaction SMILES: C[O:2][C:3]1[CH:4]=[C:5]2[C:9](=[CH:10][C:11]=1[C:12]([F:15])([F:14])[F:13])[NH:8][CH2:7][CH2:6]2.I[Si](C)(C)C.CO>C(Cl)(Cl)Cl>[OH:2][C:3]1[CH:4]=[C:5]2[C:9](=[CH:10][C:11]=1[C:12]([F:15])([F:13])[F:14])[NH:8][CH2:7][CH2:6]2. Run in C(Cl)(Cl)Cl (chloroform). The product is OC=1C=C2CCNC2=CC1C(F)(F)F (5Hydroxy-6-trifluoromethylindoline). Starting materials: COC=1C=C2CCNC2=CC1C(F)(F)F (5Methoxy-6trifluoromethylindoline), I[Si](C)(C)C (iodotrimethylsilane), CO (Methanol).